This data is from the Open Reaction Database (ORD), a public repository of structured organic reaction records. The task is: describe an organic reaction: reactants, conditions, products, and yield The reactants are OC=1C=CSC1 (4-hydroxythiophene), CN(C=O)C (N,N-dimethylformamide), NC=1SC(=C(C1C#N)Cl)C=O (2-amino-4-chloro-3-cyano-5-formylthiophene), OC=1SC=CC1 (hydroxythiophene), CN(C=O)C (N,N-dimethylformamide), P(=O)(Cl)(Cl)Cl (phosphoryl chloride), P(=O)(Cl)(Cl)Cl (phosphoryl chloride). The product is ClC=1C(=C(SC1C=O)N=CN(C)C)C#N (N'-(4-chloro-3-cyano-5-formyl-2-thienyl)-N,N-dimethylformamidine). Reaction SMILES: [NH2:1][C:2]1[S:3][C:4]([CH:10]=[O:11])=[C:5]([Cl:9])[C:6]=1[C:7]#[N:8].OC1C=CSC=1.P(Cl)(Cl)(Cl)=O.OC1SC=CC=1.[CH3:29][N:30]([CH3:33])[CH:31]=O>>[Cl:9][C:5]1[C:6]([C:7]#[N:8])=[C:2]([N:1]=[CH:29][N:30]([CH3:33])[CH3:31])[S:3][C:4]=1[CH:10]=[O:11]. Procedure: The intermediate N'-(4-chloro-3-cyano-5-formyl-2-thienyl)-N,N-dimethylformamidine (IV) ##STR4## is formed from the 4-hydroxythiophene derivative (III) by treatment with a mixture of N,N-dimethylformamide and phosphoryl chloride and then converted direct to 2-amino-4-chloro-3-cyano-5-formylthiophene by acid hydrolysis, without its having been isolated. For this it is expedient to dissolve the 4-hydroxythiophene derivative (III) in N,N-dimethylformamide and add phosphoryl chloride to the solution ... Starting materials: C1(=CC=CC=C1)[C@H](C)N1C[C@H](CC1=O)C(=O)O ((3S)-1-((S)-1-Phenylethyl)-5-oxo-3-pyrrolidinecarboxylic acid), CO (methanol), S(O)(O)(=O)=O (sulfuric acid). Product: C1(=CC=CC=C1)[C@H](C)N1C[C@H](CC1=O)C(=O)OC (methyl (3S)-1-((S)-1-phenylethyl)-5-oxo-3-pyrrolidine-carboxylate). As a reaction SMILES: [C:1]1([C@@H:7]([N:9]2[C:13](=[O:14])[CH2:12][C@H:11]([C:15]([OH:17])=[O:16])[CH2:10]2)[CH3:8])[CH:6]=[CH:5][CH:4]=[CH:3][CH:2]=1.S(=O)(=O)(O)O.[CH3:23]O>>[C:1]1([C@@H:7]([N:9]2[C:13](=[O:14])[CH2:12][C@H:11]([C:15]([O:17][CH3:23])=[O:16])[CH2:10]2)[CH3:8])[CH:6]=[CH:5][CH:4]=[CH:3][CH:2]=1. Reported procedure: (3S)-1-((S)-1-Phenylethyl)-5-oxo-3-pyrrolidinecarboxylic acid (666 g, optical purity not less than 99%) was dissolved in methanol (6 l), and conc. sulfuric acid (15 ml) was added at room temperature. The mixture was stirred at refluxing temperature for 7 hr. Methanol was evaporated, and the residue was extracted with ethyl acetate. The organic layer was washed with sodium hydrogencarbonate, dried over magnesium sulfate and concentrated under reduced pressure to give 738 g of methyl (3S)-1-((S)-1... Starting materials: OC(C(=O)OC)(C)C (Methyl hydroxyisobutyrate), [H-].[Na+] (sodium hydride), [H-].[Na+] (sodium hydride), oil, CN(C=O)C (Dimethyl formamide). Solvent: O1CCCC1 (tetrahydrofuran), O1CCCC1 (tetrahydrofuran). Conditions: time 1 hour. Product: COC(C(=O)OC)(C)C (Methyl 2-methoxy-2-methylpropanoate). RXN SMILES: [CH3:1]N(C)C=O.[H-].[Na+].[OH:8][C:9]([CH3:15])([CH3:14])[C:10]([O:12][CH3:13])=[O:11]>O1CCCC1>[CH3:1][O:8][C:9]([CH3:15])([CH3:14])[C:10]([O:12][CH3:13])=[O:11] |f:1.2|. Reported procedure: Dimethyl formamide (100 ml) and tetrahydrofuran (300 ml) were placed in a 1000 ml three-neck round-bottom flask equipped with a thermometer, a mechanical stirrer, and a dropping funnel. An 80% dispersion of sodium hydride in oil (19.80 g, 0.66 mol) was added to form a gray suspension. The suspension was cooled in an ice-water bath. Methyl hydroxyisobutyrate (70.8 g, 0.60 mol) was dissolved in tetrahydrofuran (50 ml) and added slowly to the cooled sodium hydride suspension while the temperature w... Starting materials: O (water), BrBr (Bromine), [S-]C#N.[NH4+] (ammonium thiocyanate), COC1=C(C=C(C=C1)OC)O (2,5-dimethoxyphenol). The solvent is C(C)(=O)O (acetic acid), C(C)(=O)O (acetic acid). Run at time 30 minute. The product is COC1=C(C=C(C(=C1)SC#N)OC)O (2,5-Dimethoxy-4-thiocyanatophenol). Yield: 66.3%. Reaction SMILES: BrBr.[S-:3][C:4]#[N:5].[NH4+].[CH3:7][O:8][C:9]1[CH:14]=[CH:13][C:12]([O:15][CH3:16])=[CH:11][C:10]=1[OH:17].O>C(O)(=O)C>[CH3:7][O:8][C:9]1[CH:14]=[C:13]([S:3][C:4]#[N:5])[C:12]([O:15][CH3:16])=[CH:11][C:10]=1[OH:17] |f:1.2|. Procedure details: Bromine (8 g, 2.5 ml) in glacial acetic acid (10 ml) was added dropwise with vigorous stirring over 15 minutes to a mixture of ammonium thiocyanate (8 g), 2,5-dimethoxyphenol (7.7 g), and glacial acetic acid (50 ml) kept at 15°-20°. The mixture was left at room temperature for 30 minutes and then poured into water (400 ml). A solid separated which was filtered off, washed with water and dried in vacuo to give the thiocyanatophenol (7 g). RfE 0.36. Starting materials: COC=1C=C2C(=CC=NC2=CC1OC)OC1=CC=C(N)C=C1 (4-[(6,7-Dimethoxy-4-quinolyl)oxy]aniline), ClC(Cl)(OC(OC(Cl)(Cl)Cl)=O)Cl (triphosgene), C([O-])(O)=O.[Na+] (sodium bicarbonate), C1(=CC=CC=C1O)C (o-cresol). The solvent is C(C)N(CC)CC (triethylamine), C1(=CC=CC=C1)C (toluene), C(Cl)Cl (methylene chloride). Product: COC=1C=C2C(=CC=NC2=CC1OC)OC1=CC=C(C=C1)NC(OC1=C(C=CC=C1)C)=O (2-Methylphenyl N-{4-[(6,7-dimethoxy-4-quinolyl)oxy]phenyl}carbamate). Isolated yield 79.9%. Reaction SMILES: [CH3:1][O:2][C:3]1[CH:4]=[C:5]2[C:10](=[CH:11][C:12]=1[O:13][CH3:14])[N:9]=[CH:8][CH:7]=[C:6]2[O:15][C:16]1[CH:22]=[CH:21][C:19]([NH2:20])=[CH:18][CH:17]=1.Cl[C:24](Cl)([O:26][C:27](=[O:33])OC(Cl)(Cl)Cl)Cl.[C:35]1(C)[C:40](O)=[CH:39][CH:38]=[CH:37][CH:36]=1.C(=O)(O)[O-].[Na+]>C(Cl)Cl.C(N(CC)CC)C.C1(C)C=CC=CC=1>[CH3:1][O:2][C:3]1[CH:4]=[C:5]2[C:10](=[CH:11][C:12]=1[O:13][CH3:14])[N:9]=[CH:8][CH:7]=[C:6]2[O:15][C:16]1[CH:22]=[CH:21][C:19]([NH:20][C:27](=[O:33])[O:26][C:24]2[CH:39]=[CH:40][CH:35]=[CH:36][C:37]=2[CH3:38])=[CH:18][CH:17]=1 |f:3.4|. Procedure: 4-[(6,7-Dimethoxy-4-quinolyl)oxy]aniline (100 mg) was added to toluene (10 ml) and triethylamine (1 ml), and the mixture was heated under reflux to prepare a solution. A solution of triphosgene (151 mg) in methylene chloride was then added thereto, and the mixture was heated under reflux for 10 min. Next, o-cresol (55 mg) was added thereto, and the mixture was further stirred with heating under reflux for 3 hr. A saturated aqueous sodium bicarbonate solution was added to stop the reaction, and t... Starting materials: Cl.OC[C@@H]1CN(CCN1)C(=O)OCC1=CC=CC=C1 (Benzyl (3S)-3-(hydroxymethyl)piperazine-1-carboxylate hydrochloride), CCN(C(C)C)C(C)C (DIPEA), O (water), BrCC(=O)Cl (Bromoacetyl chloride). Run in C(Cl)Cl (methylene chloride). Conditions: time 1 hour. The product is BrCC(=O)N1[C@@H](CN(CC1)C(=O)OCC1=CC=CC=C1)CO (benzyl (3S)-4-(bromoacetyl)-3-(hydroxymethyl)piperazine-1-carboxylate). Isolated yield 102.2%. RXN SMILES: Cl.[OH:2][CH2:3][C@H:4]1[NH:9][CH2:8][CH2:7][N:6]([C:10]([O:12][CH2:13][C:14]2[CH:19]=[CH:18][CH:17]=[CH:16][CH:15]=2)=[O:11])[CH2:5]1.CCN(C(C)C)C(C)C.[Br:29][CH2:30][C:31](Cl)=[O:32].O>C(Cl)Cl>[Br:29][CH2:30][C:31]([N:9]1[CH2:8][CH2:7][N:6]([C:10]([O:12][CH2:13][C:14]2[CH:19]=[CH:18][CH:17]=[CH:16][CH:15]=2)=[O:11])[CH2:5][C@H:4]1[CH2:3][OH:2])=[O:32] |f:0.1|. Procedure details: Benzyl (3S)-3-(hydroxymethyl)piperazine-1-carboxylate hydrochloride (0.83 g, 2.9 mmol) was dissolved in methylene chloride (10 mL) together with DIPEA (1.5 mL, 8.6 mmol). Bromoacetyl chloride (0.48 g, 3.0 mmol) was added at 0° C. by means of drops. The mixture was stirred at RT for 1 h and then water (10 mL) was added. The phases were separated by means of a phase separator column. The organic solution was collected and the solvent was removed by evaporation. There was obtained 1.1 g (100%) of b...